From a dataset of the Open Reaction Database (ORD), a public repository of structured organic reaction records. describe an organic reaction: reactants, conditions, products, and yield Reactants: C=CC(=O)OC(C)(C)C, Nc1ccccc1, Cl[Sn](Cl)(Cl)Cl, c1ccccc1. Yields the product CC(C)(C)OC(=O)CCNc1ccccc1. Reaction SMILES: [C:8]([CH:9]=[CH2:10])(=[O:11])[O:12][C:13]([CH3:14])([CH3:15])[CH3:16].[NH2:1][c:2]1[cH:3][cH:4][cH:5][cH:6][cH:7]1.[Sn:17]([Cl:18])([Cl:19])([Cl:20])[Cl:21].[cH:22]1[cH:23][cH:24][cH:25][cH:26][cH:27]1>>[NH:1]([c:2]1[cH:3][cH:4][cH:5][cH:6][cH:7]1)[CH2:10][CH2:9][C:8](=[O:11])[O:12][C:13]([CH3:14])([CH3:15])[CH3:16]. The reactants are CCCN, O=Cc1cc(Sc2cccc(NS(=O)(=O)c3ccccc3)c2)ccc1[N+](=O)[O-], [Na+], [OH-]. The product is CCCNCc1cc(Sc2cccc(NS(=O)(=O)c3ccccc3)c2)ccc1[N+](=O)[O-]. Reaction SMILES: [CH3:29][CH2:30][CH2:31][NH2:32].[CH:1](=[O:2])[c:3]1[cH:4][c:5]([S:12][c:13]2[cH:14][c:15]([NH:19][S:20](=[O:21])(=[O:22])[c:23]3[cH:24][cH:25][cH:26][cH:27][cH:28]3)[cH:16][cH:17][cH:18]2)[cH:6][cH:7][c:8]1[N+:9](=[O:10])[O-:11].[Na+:34].[OH-:33]>>[CH2:1]([c:3]1[cH:4][c:5]([S:12][c:13]2[cH:14][c:15]([NH:19][S:20](=[O:21])(=[O:22])[c:23]3[cH:24][cH:25][cH:26][cH:27][cH:28]3)[cH:16][cH:17][cH:18]2)[cH:6][cH:7][c:8]1[N+:9](=[O:10])[O-:11])[NH:32][CH2:31][CH2:30][CH3:29]. Starting materials: ClC1=CC(=C(C(=N1)C)CO)OC1CCCC1 ((6-chloro-4-cyclopentoxy-2-methyl-pyridin-3-yl)-methanol), S(=O)(Cl)Cl (thionyl chloride). Run at time 2 hour. Yields the product Cl.ClC1=CC(=C(C(=N1)C)CCl)OC1CCCC1 (6-chloro-3-chloromethyl-4-cyclopentyloxy-2-methyl-pyridine hydrochloride salt). As a reaction SMILES: [Cl:1][C:2]1[N:7]=[C:6]([CH3:8])[C:5]([CH2:9]O)=[C:4]([O:11][CH:12]2[CH2:16][CH2:15][CH2:14][CH2:13]2)[CH:3]=1.S(Cl)([Cl:19])=O>>[ClH:1].[Cl:1][C:2]1[N:7]=[C:6]([CH3:8])[C:5]([CH2:9][Cl:19])=[C:4]([O:11][CH:12]2[CH2:16][CH2:15][CH2:14][CH2:13]2)[CH:3]=1 |f:2.3|. Procedure details: To a solution of (6-chloro-4-cyclopentoxy-2-methyl-pyridin-3-yl)-methanol (3.5 g, 14.5 mmol), a solution of thionyl chloride (2.0 M solution in methylene chloride, 72 mL, 144 mmol) is added, and the mixture is stirred for 2 hours at ambient temperature. All volatiles are removed in vacuo to afford 6-chloro-3-chloromethyl-4-cyclopentyloxy-2-methyl-pyridine hydrochloride salt as a white powder. Starting materials: CCN, CO, CCC(O)Cn1nc(Nc2cccc(Cl)c2)nc1-c1ccnc(Cl)c1. Yields the product CCNc1cc(-c2nc(Nc3cccc(Cl)c3)nn2CC(O)CC)ccn1. As a reaction SMILES: [CH3:26][CH2:27][NH2:28].[CH3:29][OH:30].[Cl:1][c:2]1[cH:3][c:4]([NH:8][c:9]2[n:10][n:11]([CH2:21][CH:22]([CH2:23][CH3:24])[OH:25])[c:12](-[c:14]3[cH:15][c:16]([Cl:20])[n:17][cH:18][cH:19]3)[n:13]2)[cH:5][cH:6][cH:7]1>>[Cl:1][c:2]1[cH:3][c:4]([NH:8][c:9]2[n:10][n:11]([CH2:21][CH:22]([CH2:23][CH3:24])[OH:25])[c:12](-[c:14]3[cH:15][c:16]([NH:28][CH2:27][CH3:26])[n:17][cH:18][cH:19]3)[n:13]2)[cH:5][cH:6][cH:7]1. Reactants: FC1=C(OC=2C=C(C=C(C2)OS(=O)(=O)C(F)(F)F)CC(=O)O)C=CC(=C1)S(=O)(=O)C1=CC=CC=C1 ((3-[2-fluoro-4-(phenylsulfonyl)phenoxy]-5-{[(trifluoromethyl)sulfonyl]oxy}phenyl)acetic acid), C(C)[Zn]CC (diethylzinc). Run in C1(=CC=CC=C1)C (toluene). The product is C(C)C=1C=C(C=C(C1)OC1=C(C=C(C=C1)S(=O)(=O)C1=CC=CC=C1)F)CC(=O)O ({3-ethyl-5-[2-fluoro-4-(phenylsulfonyl)phenoxy]phenyl}acetic acid). RXN SMILES: [F:1][C:2]1[CH:26]=[C:25]([S:27]([C:30]2[CH:35]=[CH:34][CH:33]=[CH:32][CH:31]=2)(=[O:29])=[O:28])[CH:24]=[CH:23][C:3]=1[O:4][C:5]1[CH:6]=[C:7]([CH2:19][C:20]([OH:22])=[O:21])[CH:8]=[C:9](OS(C(F)(F)F)(=O)=O)[CH:10]=1.[CH2:36]([Zn]CC)[CH3:37]>C1(C)C=CC=CC=1>[CH2:36]([C:9]1[CH:8]=[C:7]([CH2:19][C:20]([OH:22])=[O:21])[CH:6]=[C:5]([O:4][C:3]2[CH:23]=[CH:24][C:25]([S:27]([C:30]3[CH:35]=[CH:34][CH:33]=[CH:32][CH:31]=3)(=[O:29])=[O:28])=[CH:26][C:2]=2[F:1])[CH:10]=1)[CH3:37]. Reported procedure: The title compound was prepared as described in example 76 step (iii) but instead using the product of example 76 step (ii) and 2.0M diethylzinc in toluene. Starting materials: O=C(Cl)C(CC1CCCC1)c1ccccc1, CCN(C(C)C)C(C)C, ClCCl, Nc1nncs1. The product is O=C(Nc1nncs1)C(CC1CCCC1)c1ccccc1. RXN SMILES: [CH:16]1([CH2:21][CH:22]([C:23](=[O:24])[Cl:25])[c:26]2[cH:27][cH:28][cH:29][cH:30][cH:31]2)[CH2:17][CH2:18][CH2:19][CH2:20]1.[CH:7]([N:8]([CH2:9][CH3:10])[CH:11]([CH3:12])[CH3:13])([CH3:14])[CH3:15].[Cl:32][CH2:33][Cl:34].[NH2:1][c:2]1[s:3][cH:4][n:5][n:6]1>>[NH:1]([c:2]1[s:3][cH:4][n:5][n:6]1)[C:23]([CH:22]([CH2:21][CH:16]1[CH2:17][CH2:18][CH2:19][CH2:20]1)[c:26]1[cH:27][cH:28][cH:29][cH:30][cH:31]1)=[O:24]. Starting materials: OCCCOC1=CC=C(C=C1)C[C@@H](C(=O)O)OC ((2S)-3-[4-(3-Hydroxy-propoxy)-phenyl]-2-methoxy-propionic acid), FC1=C(C=CC(=C1)F)O (2,4-difluorophenol). Product: FC1=C(OCCCOC2=CC=C(C=C2)C[C@@H](C(=O)O)OC)C=CC(=C1)F ((2S)-3-{4-[3-(2,4-Difluoro-phenoxy)-propoxy]-phenyl}-2-methoxy-propionic acid). Reaction SMILES: [OH:1][CH2:2][CH2:3][CH2:4][O:5][C:6]1[CH:11]=[CH:10][C:9]([CH2:12][C@H:13]([O:17][CH3:18])[C:14]([OH:16])=[O:15])=[CH:8][CH:7]=1.[F:19][C:20]1[CH:25]=[C:24]([F:26])[CH:23]=[CH:22][C:21]=1O>>[F:19][C:20]1[CH:25]=[C:24]([F:26])[CH:23]=[CH:22][C:21]=1[O:1][CH2:2][CH2:3][CH2:4][O:5][C:6]1[CH:11]=[CH:10][C:9]([CH2:12][C@H:13]([O:17][CH3:18])[C:14]([OH:16])=[O:15])=[CH:8][CH:7]=1. Procedure: The title compound was prepared from (2S)-3-[4-(3-Hydroxy-propoxy)-phenyl]-2-methoxy-propionic acid linked to Wang's Resin (Example 94, Step D) via Mitsunobu coupling with 2,4-difluorophenol and cleavage from the resin (Standard Procedure G) gave an oily solid. Starting materials: C(C1=CC=CC=C1)OC=1C=C(C(=O)OC)C(=CN1)Br (methyl 2-(benzyloxy)-5-bromoisonicotinate), C(C)O/C=C/B1OC(C(O1)(C)C)(C)C ((E)-2-(2-ethoxyvinyl)-4,4,5,5-tetramethyl-1,3,2-dioxaborolane), C(=O)([O-])[O-].[Na+].[Na+] (Na2CO3). Reagents/catalysts: C=1C=CC(=CC1)[P](C=2C=CC=CC2)(C=3C=CC=CC3)[Pd]([P](C=4C=CC=CC4)(C=5C=CC=CC5)C=6C=CC=CC6)([P](C=7C=CC=CC7)(C=8C=CC=CC8)C=9C=CC=CC9)[P](C=1C=CC=CC1)(C=1C=CC=CC1)C=1C=CC=CC1 (Pd(PPh3)4). Solvent: CCOC(=O)C (EtOAc), O (water), C1(=CC=CC=C1)C (toluene), CCO (EtOH), O (water). Reaction conditions: temperature 70 celsius. Yields the product C(C1=CC=CC=C1)OC=1C=C(C(=O)OC)C(=CN1)\C=C\OCC ((E)-methyl 2-(benzyloxy)-5-(2-ethoxyvinyl)isonicotinate). Isolated yield 82.2%. As a reaction SMILES: [CH2:1]([O:8][C:9]1[CH:10]=[C:11]([C:16](Br)=[CH:17][N:18]=1)[C:12]([O:14][CH3:15])=[O:13])[C:2]1[CH:7]=[CH:6][CH:5]=[CH:4][CH:3]=1.[CH2:20]([O:22]/[CH:23]=[CH:24]/B1OC(C)(C)C(C)(C)O1)[CH3:21].C([O-])([O-])=O.[Na+].[Na+]>C1(C)C=CC=CC=1.CCO.O.CCOC(C)=O.C1C=CC([P]([Pd]([P](C2C=CC=CC=2)(C2C=CC=CC=2)C2C=CC=CC=2)([P](C2C=CC=CC=2)(C2C=CC=CC=2)C2C=CC=CC=2)[P](C2C=CC=CC=2)(C2C=CC=CC=2)C2C=CC=CC=2)(C2C=CC=CC=2)C2C=CC=CC=2)=CC=1>[CH2:1]([O:8][C:9]1[CH:10]=[C:11]([C:16](/[CH:21]=[CH:20]/[O:22][CH2:23][CH3:24])=[CH:17][N:18]=1)[C:12]([O:14][CH3:15])=[O:13])[C:2]1[CH:7]=[CH:6][CH:5]=[CH:4][CH:3]=1 |f:2.3.4,^1:60,62,81,100|. Reported procedure: To a suspension of methyl 2-(benzyloxy)-5-bromoisonicotinate (Preparation 84, 1.5 g, 4.66 mmol), (E)-2-(2-ethoxyvinyl)-4,4,5,5-tetramethyl-1,3,2-dioxaborolane (Preparation 29, 1.844 g, 9.31 mmol) and Na2CO3 (0.99 g, 9.31 mmol) in toluene (5 mL), EtOH (5 mL) and water (5 mL) was added Pd(PPh3)4 (377 mg, 0.326 mmol). The reaction mixture was heated to 70° C. for 18 hours, under nitrogen. The reaction mixture was diluted with EtOAc (75 mL) and water (75 mL). The organic layer was dried (MgSO4) and ...